From a dataset of the Open Reaction Database (ORD), a public repository of structured organic reaction records. describe an organic reaction: reactants, conditions, products, and yield Starting materials: ClC1=CC(=C(/C=C/C(=O)OC)C=C1)NS(=O)(=O)C1=CC=CC=C1 (methyl trans-4-chloro-2-(phenylsulfonylamino)cinnamate), C1(CCC1)C(=O)CBr (bromomethyl cyclobutyl ketone). The product is COC(CC1=C(NC2=CC(=CC=C12)Cl)C(=O)C1CCC1)=O (Methyl[6-chloro-2-cyclobutanecarbonyl-1H-indol-3-yl]acetate). As a reaction SMILES: [Cl:1][C:2]1[CH:13]=[CH:12][C:5](/[CH:6]=[CH:7]/[C:8]([O:10][CH3:11])=[O:9])=[C:4]([NH:14]S(C2C=CC=CC=2)(=O)=O)[CH:3]=1.[CH:24]1([C:28]([CH2:30]Br)=[O:29])[CH2:27][CH2:26][CH2:25]1>>[CH3:11][O:10][C:8](=[O:9])[CH2:7][C:6]1[C:5]2[C:4](=[CH:3][C:2]([Cl:1])=[CH:13][CH:12]=2)[NH:14][C:30]=1[C:28]([CH:24]1[CH2:27][CH2:26][CH2:25]1)=[O:29]. Reported procedure: The title compound was prepared according to the procedure described in Example 57 from methyl trans-4-chloro-2-(phenylsulfonylamino)cinnamate (step 1 of Example 8, Method A) and bromomethyl cyclobutyl ketone*. The reactants are BrC1=C(C=C(C=C1)N1C(CCC1)=O)C (1-(4-bromo-3-methylphenyl)pyrrolidin-2-one), B(O)(O)C1=CC=C(C(=O)O)C=C1 (4-boronobenzoic acid), C([O-])([O-])=O.[Na+].[Na+] (sodium carbonate). Run in COCCOC (DME), O (water). Yields the product CC1=C(C=CC(=C1)N1C(CCC1)=O)C1=CC=C(C=C1)C(=O)O (2'-Methyl-4'-(2-oxopyrrolidin-1-yl)biphenyl-4-carboxylic Acid). Yield: 51.3%. RXN SMILES: Br[C:2]1[CH:7]=[CH:6][C:5]([N:8]2[CH2:12][CH2:11][CH2:10][C:9]2=[O:13])=[CH:4][C:3]=1[CH3:14].B([C:18]1[CH:26]=[CH:25][C:21]([C:22]([OH:24])=[O:23])=[CH:20][CH:19]=1)(O)O.C(=O)([O-])[O-].[Na+].[Na+]>COCCOC.O>[CH3:14][C:3]1[CH:4]=[C:5]([N:8]2[CH2:12][CH2:11][CH2:10][C:9]2=[O:13])[CH:6]=[CH:7][C:2]=1[C:18]1[CH:26]=[CH:25][C:21]([C:22]([OH:24])=[O:23])=[CH:20][CH:19]=1 |f:2.3.4|. Procedure details: A stirred mixture of 1-(4-bromo-3-methylphenyl)pyrrolidin-2-one (D12, 50 g, 0.20 mole) and 4-boronobenzoic acid (32 g, 0.20 mole) in DME (500 ml) was treated with a solution of sodium carbonate (94 g, 0.88 mole) in water (500 ml), then de-gassed by bubbling argon through for 0.25 hrs. Tetrakis (triphenylphosphine)palladium (0) (5 g) was added and the mixture heated under reflux for 22 hours, then allowed to cool and concentrated in vacuo to approx. 50% volume. The aqueous residue was diluted wit...